This data is from the Open Reaction Database (ORD), a public repository of structured organic reaction records. The task is: describe an organic reaction: reactants, conditions, products, and yield The reactants are CCc1cn(C2CC(O)C(CC#N)O2)c(=O)[nH]c1=O, CC(=O)OC(C)=O, O=P([O-])([O-])[O-], c1ccncc1. Product: CCc1cn(C2CC(OC(C)=O)C(CC#N)O2)c(=O)[nH]c1=O. As a reaction SMILES: [C:1](#[N:2])[CH2:3][CH:4]1[CH:5]([OH:19])[CH2:6][CH:7]([n:9]2[c:10](=[O:11])[nH:12][c:13](=[O:14])[c:15]([CH2:17][CH3:18])[cH:16]2)[O:8]1.[CH3:20][C:21](=[O:22])[O:23][C:24](=[O:25])[CH3:26].[O-:27][P:28](=[O:29])([O-:30])[O-:31].[cH:32]1[cH:33][cH:34][n:35][cH:36][cH:37]1>>[C:1](#[N:2])[CH2:3][CH:4]1[CH:5]([O:19][C:21]([CH3:20])=[O:22])[CH2:6][CH:7]([n:9]2[c:10](=[O:11])[nH:12][c:13](=[O:14])[c:15]([CH2:17][CH3:18])[cH:16]2)[O:8]1. The reactants are C1(CC1)N (cyclopropylamine), C1(CC=2C(C(=O)O1)=CC=CC2)=O (homophthalic anhydride), ClCCl (dichloromethane), CC(=O)C (acetone). The solvent is C(Cl)(Cl)Cl (chloroform). Reaction conditions: temperature 0 celsius, time 9 hour. The product is C1(CC1)N1C(C2=CC=CC=C2C(C1(C)C)C(=O)O)=O (2-cyclopropyl-3,3-dimethyl-1-oxo-1,2,3,4-tetrahydro-isoquinoline-4-carboxylic acid). RXN SMILES: [CH:1]1([NH2:4])[CH2:3][CH2:2]1.ClCCl.[CH3:8][C:9]([CH3:11])=O.[C:12]1(=[O:23])[O:18][C:16](=[O:17])[C:15]2=[CH:19][CH:20]=[CH:21][CH:22]=[C:14]2[CH2:13]1>C(Cl)(Cl)Cl>[CH:1]1([N:4]2[C:9]([CH3:11])([CH3:8])[CH:13]([C:12]([OH:18])=[O:23])[C:14]3[C:15](=[CH:19][CH:20]=[CH:21][CH:22]=3)[C:16]2=[O:17])[CH2:3][CH2:2]1. Procedure details: To type-I neutral alumina (16 g) is added cyclopropylamine (4.2 mL, 60 mmol) followed by dichloromethane (10 mL). The resulting slurry is cooled to 0° C. and acetone (6 mL, 82 mmol) is added slowly. The slurry is brought to room temperature and permitted to stir for 9 h, at which time the reaction mixture is filtered through a fritted funnel. The alumina cake is washed with chloroform (150 mL) and homophthalic anhydride (10.0 g, 62 mmol) is added to the combined filtrate. The resulting yellow so... As a reaction SMILES: [CH2:1]([O:3][CH:4]([O:22][CH2:23][CH3:24])[CH2:5][CH2:6][CH2:7][NH:8][C:9]1[C:18]2[C:13](=[CH:14][CH:15]=[CH:16][N:17]=2)[N:12]=[CH:11][C:10]=1[N+:19]([O-])=O)[CH3:2]>[Pt].C(OCC)(=O)C>[CH2:23]([O:22][CH:4]([O:3][CH2:1][CH3:2])[CH2:5][CH2:6][CH2:7][NH:8][C:9]1[C:18]2[C:13](=[CH:14][CH:15]=[CH:16][N:17]=2)[N:12]=[CH:11][C:10]=1[NH2:19])[CH3:24]. The solvent is C(C)(=O)OCC (ethyl acetate). Reagents/catalysts: [Pt] (platinum on carbon). Product: C(C)OC(CCCNC1=C(C=NC2=CC=CN=C12)N)OCC (N4-(4,4-diethoxybutyl)[1,5]naphthyridine-3,4-diamine). The reactants are C(C)OC(CCCNC1=C(C=NC2=CC=CN=C12)[N+](=O)[O-])OCC ((4,4-diethoxybutyl)(3-nitro[1,5]naphthyridin-4-yl)amine). Procedure details: Catalyst (0.78 g of 5% platinum on carbon) was added to a suspension of (4,4-diethoxybutyl)(3-nitro[1,5]naphthyridin-4-yl)amine (7.8 g, 23.3 mmol) in ethyl acetate (100 mL). The mixture was placed under hydrogen pressure ((30 psi (2.1×105 Pa)) for 2 hours. The reaction mixture was filtered through a layer of CELITE filter aid and the filter cake was rinsed with ethyl acetate (40 mL). The filtrate was concentrated under reduced pressure to provide N4-(4,4-diethoxybutyl)[1,5]naphthyridine-3,4-diam... Reactants: NCC1CN(Cc2ccc(Cl)c(Cl)c2)CCO1, Cc1cc(F)ccc1CC(=O)O. Product: Cc1cc(F)ccc1CC(=O)NCC1CN(Cc2ccc(Cl)c(Cl)c2)CCO1. RXN SMILES: [Cl:1][c:2]1[cH:3][c:4]([CH2:5][N:6]2[CH2:7][CH:8]([CH2:12][NH2:13])[O:9][CH2:10][CH2:11]2)[cH:14][cH:15][c:16]1[Cl:17].[F:18][c:19]1[cH:20][c:21]([CH3:29])[c:22]([CH2:25][C:26](=[O:27])[OH:28])[cH:23][cH:24]1>>[Cl:1][c:2]1[cH:3][c:4]([CH2:5][N:6]2[CH2:7][CH:8]([CH2:12][NH:13][C:26]([CH2:25][c:22]3[c:21]([CH3:29])[cH:20][c:19]([F:18])[cH:24][cH:23]3)=[O:27])[O:9][CH2:10][CH2:11]2)[cH:14][cH:15][c:16]1[Cl:17].